This data is from the Open Reaction Database (ORD), a public repository of structured organic reaction records. The task is: describe an organic reaction: reactants, conditions, products, and yield The reactants are COC1=C(C=C2CCC(C2=C1)=O)N1CCOCC1 (6-methoxy-5-morpholino-2,3-dihydro-1H-inden-1-one), BrC=1C=C(C=O)C=C(C1)OC(F)(F)F (3-bromo-5-(trifluoromethoxy)benzaldehyde), CC=1C=CC(=CC1)S(=O)(=O)O (PTSA). The solvent is C(C)(=O)OCC (ethyl acetate), C1(=CC=CC=C1)C (toluene). Reaction conditions: temperature 120 celsius, time 6 hour. The product is BrC=1C=C(\C=C/2\C(C3=CC(=C(C=C3C2)N2CCOCC2)OC)=O)C=C(C1)OC(F)(F)F ((E)-2-(3-bromo-5-(trifluoromethoxy)benzylidene)-6-methoxy-5-morpholino-2, 3-dihydro-1H-inden-1-one). RXN SMILES: [CH3:1][O:2][C:3]1[CH:11]=[C:10]2[C:6]([CH2:7][CH2:8][C:9]2=[O:12])=[CH:5][C:4]=1[N:13]1[CH2:18][CH2:17][O:16][CH2:15][CH2:14]1.[Br:19][C:20]1[CH:21]=[C:22]([CH:25]=[C:26]([O:28][C:29]([F:32])([F:31])[F:30])[CH:27]=1)[CH:23]=O.CC1C=CC(S(O)(=O)=O)=CC=1>C1(C)C=CC=CC=1.C(OCC)(=O)C>[Br:19][C:20]1[CH:21]=[C:22]([CH:25]=[C:26]([O:28][C:29]([F:30])([F:31])[F:32])[CH:27]=1)/[CH:23]=[C:8]1/[C:9](=[O:12])[C:10]2[C:6]([CH2:7]/1)=[CH:5][C:4]([N:13]1[CH2:14][CH2:15][O:16][CH2:17][CH2:18]1)=[C:3]([O:2][CH3:1])[CH:11]=2. Procedure: To a solution of compound 13 (150 mg, 0.607 mmol) in toluene 15 mL was added 3-bromo-5-(trifluoromethoxy)benzaldehyde 29 (115.4 mg, 0.607 mmol). PTSA (230.9 mg, 1.214 mmol) was added to the reaction mixture, then stirred at 120° C. for 6 h. The reaction mixture was diluted with ethyl acetate and washed with water (3×25 mL). The organic layer was dried over sodium sulphate and concentrated to get the crude compound (E)-2-(3-bromo-5-(trifluoromethoxy)benzylidene)-6-methoxy-5-morpholino-2, 3-dihydr... The reactants are CON=C1CCc2cc(C(C)(C)C)ccc21, CO, [H][H], N. Yields the product CC(C)(C)c1ccc2c(c1)CCC2N. As a reaction SMILES: [CH3:1][O:2][N:3]=[C:4]1[CH2:5][CH2:6][c:7]2[cH:8][c:9]([C:13]([CH3:14])([CH3:15])[CH3:16])[cH:10][cH:11][c:12]21.[CH3:20][OH:21].[H:18][H:19].[NH3:17]>>[NH2:3][CH:4]1[CH2:5][CH2:6][c:7]2[cH:8][c:9]([C:13]([CH3:14])([CH3:15])[CH3:16])[cH:10][cH:11][c:12]21. Reactants: CI (MeI), C[C@@H]1[C@@H](CC=C(C=C1)SC1=CC=CC=C1)O ((1R, 2S)-2-Methyl-5-phenylsulfanylcyclohepta-3,5-dienol), [Li]CCCC (n-BuLi). Run in C1CCOC1 (THF), C1CCOC1 (THF). Run at temperature -100 celsius, time 1 hour. Yields the product EtOAc hexanes, C[C@@H]1[C@H]([C@H](C=CC(=C1)SC1=CC=CC=C1)C)O ((1S, 2S, 7S)-2,7-Dimethyl-4-phenylsulfanylcyclohepta-3,5-dienol). Yield: 70.1%. RXN SMILES: [CH3:1][C@H:2]1[CH:8]=[CH:7][C:6]([S:9][C:10]2[CH:15]=[CH:14][CH:13]=[CH:12][CH:11]=2)=[CH:5][CH2:4][C@H:3]1[OH:16].[Li][CH2:18]CCC.CI>C1COCC1>[CH3:18][C@H:4]1[CH:5]=[C:6]([S:9][C:10]2[CH:11]=[CH:12][CH:13]=[CH:14][CH:15]=2)[CH:7]=[CH:8][C@H:2]([CH3:1])[C@@H:3]1[OH:16]. Procedure details: A solution of alcohol 29 (887 mg, 3.82 mmol) in THF (50 mL) was cooled to −78° C., and 3.20 mL of n-BuLi (2.5 M in hexanes, 8.00 mmol) was added dropwise. The mixture was slowly brought to −7° C. over 1 h, and stirred at this temperature for 10 min. It was then cooled to −100° C. in a THF-liquid N2 bath. To this cold dark orange solution was slowly added a solution of MeI (0.72 mL, 11.56 mmol) in THF (5 mL) over 30 min via syringe pump. The resulting light yellow solution was warmed to −60° C. p...